Task: describe an organic reaction: reactants, conditions, products, and yield. Dataset: the Open Reaction Database (ORD), a public repository of structured organic reaction records The reactants are CCS(=O)(=O)N1CCC(c2c[nH]c3c(C(N)=O)cc(Br)cc23)CC1, CC(C)OCCCNCc1ccc(B(O)O)s1, [K+], [K+], O=C([O-])[O-], c1ccc(P(c2ccccc2)(c2ccccc2)[Pd](P(c2ccccc2)(c2ccccc2)c2ccccc2)(P(c2ccccc2)(c2ccccc2)c2ccccc2)P(c2ccccc2)(c2ccccc2)c2ccccc2)cc1. Yields the product CCS(=O)(=O)N1CCC(c2c[nH]c3c(C(N)=O)cc(-c4ccc(CNCCCOC(C)C)s4)cc23)CC1. As a reaction SMILES: [Br:18][c:19]1[cH:20][c:21]2[c:22]([CH:31]3[CH2:32][CH2:33][N:34]([S:37](=[O:38])(=[O:39])[CH2:40][CH3:41])[CH2:35][CH2:36]3)[cH:23][nH:24][c:25]2[c:26]([C:28](=[O:29])[NH2:30])[cH:27]1.[CH3:1][CH:2]([CH3:3])[O:4][CH2:5][CH2:6][CH2:7][NH:8][CH2:9][c:10]1[cH:11][cH:12][c:13]([B:15]([OH:16])[OH:17])[s:14]1.[K+:42].[K+:43].[O-:44][C:45]([O-:46])=[O:47].[cH:48]1[cH:49][cH:50][c:51]([P:52]([Pd:53]([P:54]([c:55]2[cH:56][cH:57][cH:58][cH:59][cH:60]2)([c:61]2[cH:62][cH:63][cH:64][cH:65][cH:66]2)[c:67]2[cH:68][cH:69][cH:70][cH:71][cH:72]2)([P:73]([c:74]2[cH:75][cH:76][cH:77][cH:78][cH:79]2)([c:80]2[cH:81][cH:82][cH:83][cH:84][cH:85]2)[c:86]2[cH:87][cH:88][cH:89][cH:90][cH:91]2)[P:92]([c:93]2[cH:94][cH:95][cH:96][cH:97][cH:98]2)([c:99]2[cH:100][cH:101][cH:102][cH:103][cH:104]2)[c:105]2[cH:106][cH:107][cH:108][cH:109][cH:110]2)([c:111]2[cH:112][cH:113][cH:114][cH:115][cH:116]2)[c:117]2[cH:118][cH:119][cH:120][cH:121][cH:122]2)[cH:123][cH:124]1>>[CH3:1][CH:2]([CH3:3])[O:4][CH2:5][CH2:6][CH2:7][NH:8][CH2:9][c:10]1[cH:11][cH:12][c:13](-[c:19]2[cH:20][c:21]3[c:22]([CH:31]4[CH2:32][CH2:33][N:34]([S:37](=[O:38])(=[O:39])[CH2:40][CH3:41])[CH2:35][CH2:36]4)[cH:23][nH:24][c:25]3[c:26]([C:28](=[O:29])[NH2:30])[cH:27]2)[s:14]1. Starting materials: BrC=1C=C2CC(NC2=CC1)=O (5-bromooxindole), N1=CC=C(C=C1)/C=C/C1=NN(C2=CC(=CC=C12)C=O)COCC[Si](C)(C)C ((E)-3-(2-(pyridin-4-yl)vinyl)-1-((2-(trimethylsilyl)ethoxy)methyl)-1H-indazole-6-carbaldehyde). The solvent is C(Cl)Cl.CO (CH2Cl2 MeOH). The product is BrC=1C=C2\C(\C(NC2=CC1)=O)=C/C1=CC=C2C(=NN(C2=C1)COCC[Si](C)(C)C)\C=C\C1=CC=NC=C1 ((E)-5-bromo-3-((3-((E)-2-(pyridin-4-yl)vinyl)-1-((2-(trimethylsilyl)ethoxy)-methyl)-1H-indazol-6-yl)methylene)indolin-2-one). Isolated yield 76.5%. Reaction SMILES: [Br:1][C:2]1[CH:3]=[C:4]2[C:8](=[CH:9][CH:10]=1)[NH:7][C:6](=[O:11])[CH2:5]2.[N:12]1[CH:17]=[CH:16][C:15](/[CH:18]=[CH:19]/[C:20]2[C:28]3[C:23](=[CH:24][C:25]([CH:29]=O)=[CH:26][CH:27]=3)[N:22]([CH2:31][O:32][CH2:33][CH2:34][Si:35]([CH3:38])([CH3:37])[CH3:36])[N:21]=2)=[CH:14][CH:13]=1>C(Cl)Cl.CO>[Br:1][C:2]1[CH:3]=[C:4]2[C:8](=[CH:9][CH:10]=1)[NH:7][C:6](=[O:11])/[C:5]/2=[CH:29]/[C:25]1[CH:24]=[C:23]2[C:28]([C:20](/[CH:19]=[CH:18]/[C:15]3[CH:14]=[CH:13][N:12]=[CH:17][CH:16]=3)=[N:21][N:22]2[CH2:31][O:32][CH2:33][CH2:34][Si:35]([CH3:37])([CH3:38])[CH3:36])=[CH:27][CH:26]=1 |f:2.3|. Reported procedure: The title compound was prepared from 5-bromooxindole (36 mg, 0.171 mmol) and (E)-3-(2-(pyridin-4-yl)vinyl)-1-((2-(trimethylsilyl)ethoxy)methyl)-1H-indazole-6-carbaldehyde (65 mg, 0.171 mmol) as described in Example A57 part B to give, after silica gel column chromatography (Eluent: 98:2 CH2Cl2/MeOH) the title compound as a yellow oil (75 mg, 77%). MS ESI 573.4 [M+H]+, calcd for [C29H29BrN4O2Si+H]+ 573.13. Starting materials: CC1=C(c2ccc(C(=O)N3Cc4cccn4Cc4ccccc43)cc2C)CCCC1N=[N+]=[N-], C1CCOC1, O, c1ccc(P(c2ccccc2)c2ccccc2)cc1. Yields the product CC1=C(c2ccc(C(=O)N3Cc4cccn4Cc4ccccc43)cc2C)CCCC1N. RXN SMILES: [N:1](=[N+:2]=[N-:3])[CH:4]1[C:5]([CH3:33])=[C:6]([c:10]2[c:11]([CH3:32])[cH:12][c:13]([C:16](=[O:17])[N:18]3[CH2:19][c:20]4[n:21]([cH:29][cH:30][cH:31]4)[CH2:22][c:23]4[c:24]3[cH:25][cH:26][cH:27][cH:28]4)[cH:14][cH:15]2)[CH2:7][CH2:8][CH2:9]1.[O:53]1[CH2:54][CH2:55][CH2:56][CH2:57]1.[OH2:58].[c:34]1([P:35]([c:36]2[cH:37][cH:38][cH:39][cH:40][cH:41]2)[c:42]2[cH:43][cH:44][cH:45][cH:46][cH:47]2)[cH:48][cH:49][cH:50][cH:51][cH:52]1>>[NH2:1][CH:4]1[C:5]([CH3:33])=[C:6]([c:10]2[c:11]([CH3:32])[cH:12][c:13]([C:16](=[O:17])[N:18]3[CH2:19][c:20]4[n:21]([cH:29][cH:30][cH:31]4)[CH2:22][c:23]4[c:24]3[cH:25][cH:26][cH:27][cH:28]4)[cH:14][cH:15]2)[CH2:7][CH2:8][CH2:9]1. The product is COC(=O)C=C(C)c1ccc(CO)cc1. The reactants are OCc1ccc(Br)cc1, CC=CC(=O)OC. As a reaction SMILES: [Br:1][c:2]1[cH:3][cH:4][c:5]([CH2:6][OH:7])[cH:8][cH:9]1.[C:10]([CH:11]=[CH:12][CH3:13])(=[O:14])[O:15][CH3:16]>>[c:2]1([C:12](=[CH:11][C:10](=[O:14])[O:15][CH3:16])[CH3:13])[cH:3][cH:4][c:5]([CH2:6][OH:7])[cH:8][cH:9]1.